From a dataset of the Open Reaction Database (ORD), a public repository of structured organic reaction records. describe an organic reaction: reactants, conditions, products, and yield Starting materials: C(=O)([O-])[O-].[K+].[K+] (K2CO3), C1(=CC=CC=C1)O (phenol), O[C@H](CCNC(OC(C)(C)C)=O)C1=CC(=CC=C1)O ((R)-tert-butyl 3-hydroxy-3-(3-hydroxyphenyl)propylcarbamate), CC1=CC=C(C=C1)S(=O)(=O)OCC1CSCCC1 ((tetrahydro-2H-thiopyran-3-yl)methyl 4-methylbenzenesulfonate). The solvent is CN(C)C=O (DMF). Reaction conditions: temperature 100 celsius. Product: O[C@H](CCNC(OC(C)(C)C)=O)C1=CC(=CC=C1)OCC1CSCCC1 (tert-butyl ((3R)-3-hydroxy-3-(3-((tetrahydro-2H-thiopyran-3-yl)methoxy)phenyl)propyl)carbamate). As a reaction SMILES: C([O-])([O-])=O.[K+].[K+].C1(O)C=CC=CC=1.[OH:14][C@@H:15]([C:26]1[CH:31]=[CH:30][CH:29]=[C:28]([OH:32])[CH:27]=1)[CH2:16][CH2:17][NH:18][C:19](=[O:25])[O:20][C:21]([CH3:24])([CH3:23])[CH3:22].CC1C=CC(S(O[CH2:44][CH:45]2[CH2:50][CH2:49][CH2:48][S:47][CH2:46]2)(=O)=O)=CC=1>CN(C=O)C>[OH:14][C@@H:15]([C:26]1[CH:31]=[CH:30][CH:29]=[C:28]([O:32][CH2:44][CH:45]2[CH2:50][CH2:49][CH2:48][S:47][CH2:46]2)[CH:27]=1)[CH2:16][CH2:17][NH:18][C:19](=[O:25])[O:20][C:21]([CH3:24])([CH3:23])[CH3:22] |f:0.1.2|. Procedure: K2CO3 (0.72 g, 5.24 mmol) and phenol (7, Intermediate I) (0.3 g, 1.05 mmol) were added to a solution of (tetrahydro-2H-thiopyran-3-yl)methyl 4-methylbenzenesulfonate (0.29 g, 1.10 mmol) in DMF (10 mL). The reaction mixture was heated at 100° C. under reflux overnight and then cooled. The reaction mixture was extracted with EtOAc, organic layer was dried over anhydrous Na2SO4 and concentrated under reduced pressure. Purification by flash chromatography (EtOAc:hexane 10-40% gradient) gave tert-but...